From a dataset of the Open Reaction Database (ORD), a public repository of structured organic reaction records. describe an organic reaction: reactants, conditions, products, and yield The reactants are C(C)(C)(C)N1C(NC2=C1C=CC=C2)=O (1-tert-butyl-1,3-dihydro-benzimidazol-2-one), [H-].[Na+] (sodium hydride), C1(=CC=CC=C1)[C@@H]1[C@H](O1)CO ([(2R,3R)-3-phenyloxiran-2-yl]methanol). The reagents and catalysts are CC([O-])C.[Ti+4].CC([O-])C.CC([O-])C.CC([O-])C (titanium isopropoxide). The solvent is CN(C=O)C (dimethylformamide), CN(C=O)C (dimethylformamide). Run at time 10 minute. Yields the product C(C)(C)(C)N1C(N(C2=C1C=CC=C2)[C@H]([C@@H](CO)O)C2=CC=CC=C2)=O (1-tert-butyl-3-[(1S,2S)-2,3-dihydroxy-1-phenyl-propyl]-1,3-dihydro-2H-benzimidazol-2-one). RXN SMILES: [C:1]([N:5]1[C:9]2[CH:10]=[CH:11][CH:12]=[CH:13][C:8]=2[NH:7][C:6]1=[O:14])([CH3:4])([CH3:3])[CH3:2].[H-].[Na+].[C:17]1([C@H:23]2[O:25][C@@H:24]2[CH2:26][OH:27])[CH:22]=[CH:21][CH:20]=[CH:19][CH:18]=1>CN(C)C=O.CC(C)[O-].[Ti+4].CC(C)[O-].CC(C)[O-].CC(C)[O-]>[C:1]([N:5]1[C:9]2[CH:10]=[CH:11][CH:12]=[CH:13][C:8]=2[N:7]([C@@H:23]([C:17]2[CH:22]=[CH:21][CH:20]=[CH:19][CH:18]=2)[C@H:24]([OH:25])[CH2:26][OH:27])[C:6]1=[O:14])([CH3:4])([CH3:2])[CH3:3] |f:1.2,5.6.7.8.9|. Reported procedure: A mixture of 1-tert-butyl-1,3-dihydro-benzimidazol-2-one (0.66 g, 3.5 mmol) and sodium hydride (60% dispersion in mineral oil, 0.15 g, 3.8 mmol) in anhydrous dimethylformamide (4 mL) was stirred for 10 minutes under nitrogen at room temperature. A solution of [(2R,3R)-3-phenyloxiran-2-yl]methanol (EXAMPLE 117, step 4, 1.07 g, 7.1 mmol) and titanium isopropoxide (2.14 mL, 7.1 mmol) in dimethylformamide (4 mL) that was aged for 20 minutes was then added and the mixture was stirred at room temperat... The product is COC(C1=C(C(=C(C(=C1)OC)C)OC)OC1=C(C(=CC(=C1)OC)C)C=O)=O (2-(3-methyl-2-Formyl-5-methoxy-phenoxy)-3,5-dimethoxy-4-methyl-benzoic acid methyl ester). Yield: 60.0%. As a reaction SMILES: [CH3:1][O:2][C:3](=[O:25])[C:4]1[CH:9]=[C:8]([O:10][CH3:11])[C:7]([CH3:12])=[C:6]([O:13][CH3:14])[C:5]=1[O:15][C:16]1[CH:21]=[C:20]([CH3:22])[CH:19]=[C:18]([O:23][CH3:24])[CH:17]=1.[CH3:26][O:27]C(Cl)Cl>ClCCl.[Ti](Cl)(Cl)(Cl)Cl>[CH3:1][O:2][C:3](=[O:25])[C:4]1[CH:9]=[C:8]([O:10][CH3:11])[C:7]([CH3:12])=[C:6]([O:13][CH3:14])[C:5]=1[O:15][C:16]1[CH:17]=[C:18]([O:23][CH3:24])[CH:19]=[C:20]([CH3:22])[C:21]=1[CH:26]=[O:27]. Conditions: temperature -78 celsius. Procedure: A mixture of 1 mmol of 3,5-dimethoxy-2-(5-methyl-3-methoxy-phenoxy)-4-methyl-benzoic acid methyl ester and 6 mmol of dichloromethyl methyl ether was taken in 8 mL of dichloromethane. The mixture was cooled to −78° C. under stirring, and then titanium tetrachloride (6 mmol) in dichloromethane (4 ml) was added dropwise over 0.5 h. Upon completion, the reaction mixture was poured into ice-cold water and partitioned. The layers were separated, and the aqueous layer was extracted with dichloromethane... The reagents and catalysts are [Ti](Cl)(Cl)(Cl)Cl (titanium tetrachloride). The reactants are COC(C1=C(C(=C(C(=C1)OC)C)OC)OC1=CC(=CC(=C1)C)OC)=O (3,5-dimethoxy-2-(5-methyl-3-methoxy-phenoxy)-4-methyl-benzoic acid methyl ester), COC(Cl)Cl (dichloromethyl methyl ether). Solvent: ClCCl (dichloromethane), ClCCl (dichloromethane). Reactants: COC(CSC1=NC=CC=C1)=O ((pyridin-2-ylsulfanyl)-acetic acid methyl ester), [OH-].[Na+] (NaOH). Solvent: CO (MeOH). The product is N1=C(C=CC=C1)SCC(=O)O ((pyridin-2-ylsulfanyl)-acetic acid). Yield: 95.0%. As a reaction SMILES: C[O:2][C:3](=[O:12])[CH2:4][S:5][C:6]1[CH:11]=[CH:10][CH:9]=[CH:8][N:7]=1.[OH-].[Na+]>CO>[N:7]1[CH:8]=[CH:9][CH:10]=[CH:11][C:6]=1[S:5][CH2:4][C:3]([OH:12])=[O:2] |f:1.2|. Reported procedure: A solution of the ester from above (751 mg, 4.10 mmol) in MeOH (50 ml) and 1N NaOH (10 ml) was stirred at room temperature for 45 minutes to give (pyridin-2-ylsulfanyl)-acetic acid (655 mg, 95%) after acidic work-up.